From a dataset of the Open Reaction Database (ORD), a public repository of structured organic reaction records. describe an organic reaction: reactants, conditions, products, and yield The reactants are CCn1ncc2c(NCc3cccc(OC)c3)c3ccccc3nc21, Cl, [Na+], [OH-], c1ccncc1. The product is CCn1ncc2c(NCc3cccc(O)c3)c3ccccc3nc21. Reaction SMILES: [CH2:1]([CH3:2])[n:3]1[n:4][cH:5][c:6]2[c:7]1[n:8][c:9]1[cH:10][cH:11][cH:12][cH:13][c:14]1[c:15]2[NH:16][CH2:17][c:18]1[cH:19][c:20]([O:24][CH3:25])[cH:21][cH:22][cH:23]1.[ClH:26].[Na+:34].[OH-:33].[n:27]1[cH:28][cH:29][cH:30][cH:31][cH:32]1>>[CH2:1]([CH3:2])[n:3]1[n:4][cH:5][c:6]2[c:7]1[n:8][c:9]1[cH:10][cH:11][cH:12][cH:13][c:14]1[c:15]2[NH:16][CH2:17][c:18]1[cH:19][c:20]([OH:24])[cH:21][cH:22][cH:23]1. Starting materials: N=1NN=CC1 (2H-1,2,3-triazole), C([O-])([O-])=O.[Cs+].[Cs+] (cesium carbonate), CN[C@H]1[C@@H](CCCC1)NC (trans-1-N,2-N-dimethylcyclohexane-1,2-diamine), FC=1C=CC(=C(C(=O)O)C1)I (5-fluoro-2-iodobenzoic acid). Reagents/catalysts: [Cu]I (copper(I) iodide). The solvent is O (water), CN(C)C=O (DMF). Run at temperature 125 celsius. Product: FC=1C=CC(=C(C(=O)O)C1)N1N=CC=N1 (5-fluoro-2-(2H-1,2,3-triazol-2-yl)benzoic acid), FC=1C=CC(=C(C(=O)O)C1)N1N=NC=C1 (5-fluoro-2-(1H-1,2,3-triazol-1-yl)benzoic acid). Reaction SMILES: [N:1]1[NH:2][N:3]=[CH:4][CH:5]=1.C(=O)([O-])[O-].[Cs+].[Cs+].CN[C@@H]1CCCC[C@H]1NC.[F:22][C:23]1[CH:24]=[CH:25][C:26](I)=[C:27]([CH:31]=1)[C:28]([OH:30])=[O:29]>CN(C=O)C.[Cu]I.O>[F:22][C:23]1[CH:24]=[CH:25][C:26]([N:2]2[N:3]=[CH:4][CH:5]=[N:1]2)=[C:27]([CH:31]=1)[C:28]([OH:30])=[O:29].[F:22][C:23]1[CH:24]=[CH:25][C:26]([N:1]2[CH:5]=[CH:4][N:3]=[N:2]2)=[C:27]([CH:31]=1)[C:28]([OH:30])=[O:29] |f:1.2.3|. Procedure details: To a solution of 2H-1,2,3-triazole (CAS number 288-36-8; 4.0 g, 57.97 mmol) in DMF (14.0 ml) was added cesium carbonate (18.84 g, 57.97 mmol), trans-1-N,2-N-dimethylcyclohexane-1,2-diamine (0.510 g, 5.797 mmol), copper(I) iodide (0.276 g, 1.449 mmol) and 5-fluoro-2-iodobenzoic acid (CAS number 52548-63-7; 7.71 g, 28.98 mmol) at 0-10° C. The resulting reaction mixture was then heated with microwave irradiation at 125° C. for 15 hours with stirring. The reaction mass was poured into water and the ... Reactants: O=C([O-])C=CC(=O)[O-], CC(C)N1CC=C(c2cn(-c3ccc(F)cc3)c3ccc(F)cc23)CC1. Yields the product Fc1ccc(-n2cc(C3=CCNCC3)c3cc(F)ccc32)cc1. Reaction SMILES: [C:27]([O-:28])(=[O:29])[CH:30]=[CH:31][C:32]([O-:33])=[O:34].[F:1][c:2]1[cH:3][c:4]2[c:5]([C:18]3=[CH:23][CH2:22][N:21]([CH:24]([CH3:25])[CH3:26])[CH2:20][CH2:19]3)[cH:6][n:7](-[c:11]3[cH:12][cH:13][c:14]([F:17])[cH:15][cH:16]3)[c:8]2[cH:9][cH:10]1>>[F:1][c:2]1[cH:3][c:4]2[c:5]([C:18]3=[CH:23][CH2:22][NH:21][CH2:20][CH2:19]3)[cH:6][n:7](-[c:11]3[cH:12][cH:13][c:14]([F:17])[cH:15][cH:16]3)[c:8]2[cH:9][cH:10]1. Starting materials: C1CCOC1, CO, COC(=O)c1[nH]c(C(=O)NC2CC2)cc1Cl, [Li+], [OH-]. Product: O=C(NC1CC1)c1cc(Cl)c(C(=O)O)[nH]1. RXN SMILES: [CH2:19]1[O:20][CH2:21][CH2:22][CH2:23]1.[CH3:24][OH:25].[Cl:3][c:4]1[c:5]([C:15](=[O:16])[O:17][CH3:18])[nH:6][c:7]([C:9](=[O:10])[NH:11][CH:12]2[CH2:13][CH2:14]2)[cH:8]1.[Li+:2].[OH-:1]>>[Cl:3][c:4]1[c:5]([C:15](=[O:16])[OH:17])[nH:6][c:7]([C:9](=[O:10])[NH:11][CH:12]2[CH2:13][CH2:14]2)[cH:8]1. Reactants: CC(C)(C)OC(=O)CC(=CCCc1ccccc1)C(=O)O, CO, NC1CCCCC1. Yields the product CC(C)(C)OC(=O)CC(CCCc1ccccc1)C(=O)O. RXN SMILES: [C:1]([CH3:2])([CH3:3])([CH3:4])[O:5][C:6]([CH2:7][C:8]([C:9](=[O:10])[OH:11])=[CH:12][CH2:13][CH2:14][c:15]1[cH:16][cH:17][cH:18][cH:19][cH:20]1)=[O:21].[CH3:29][OH:30].[NH2:22][CH:23]1[CH2:24][CH2:25][CH2:26][CH2:27][CH2:28]1>>[C:1]([CH3:2])([CH3:3])([CH3:4])[O:5][C:6]([CH2:7][CH:8]([C:9](=[O:10])[OH:11])[CH2:12][CH2:13][CH2:14][c:15]1[cH:16][cH:17][cH:18][cH:19][cH:20]1)=[O:21]. The reactants are FC1=CC(=C(C=C1)C1=C(C=NC(=C1)C)NC)OC (4-(4-fluoro-2-methoxyphenyl)-N,6-dimethylpyridin-3-amine), FC1=CC(=C(C=C1)C1=C(C=NC=C1)N(C(C1=CC(=CC(=C1)C(F)(F)F)S(=O)(=O)N1CCOCC1)=O)C)OC (N-[4-(4-Fluoro-2-methoxy-phenyl)-pyridin-3-yl]-N-methyl-3-(morpholine-4-sulfonyl)-5-trifluoromethyl-benzamide). Yields the product FC1=CC(=C(C=C1)C1=C(C=NC(=C1)C)N(C(C1=CC(=CC(=C1)C(F)(F)F)S(=O)(=O)N1CCOCC1)=O)C)OC (N-[4-(4-Fluoro-2-methoxy-phenyl)-6-methyl-pyridin-3-yl]-N-methyl-3-(morpholine-4-sulfonyl)-5-trifluoromethyl-benzamide). RXN SMILES: F[C:2]1C=CC(C2C=C(C)N=CC=2NC)=C(OC)C=1.[F:19][C:20]1[CH:25]=[CH:24][C:23]([C:26]2[CH:31]=[CH:30][N:29]=[CH:28][C:27]=2[N:32]([CH3:54])[C:33](=[O:53])[C:34]2[CH:39]=[C:38]([C:40]([F:43])([F:42])[F:41])[CH:37]=[C:36]([S:44]([N:47]3[CH2:52][CH2:51][O:50][CH2:49][CH2:48]3)(=[O:46])=[O:45])[CH:35]=2)=[C:22]([O:55][CH3:56])[CH:21]=1>>[F:19][C:20]1[CH:25]=[CH:24][C:23]([C:26]2[CH:31]=[C:30]([CH3:2])[N:29]=[CH:28][C:27]=2[N:32]([CH3:54])[C:33](=[O:53])[C:34]2[CH:39]=[C:38]([C:40]([F:41])([F:43])[F:42])[CH:37]=[C:36]([S:44]([N:47]3[CH2:52][CH2:51][O:50][CH2:49][CH2:48]3)(=[O:45])=[O:46])[CH:35]=2)=[C:22]([O:55][CH3:56])[CH:21]=1. Procedure details: The title compound was prepared in analogy to example 90, from 4-(4-fluoro-2-methoxyphenyl)-N,6-dimethylpyridin-3-amine (example 301, intermediate a) and 3-(morpholinosulfonyl)-5-(trifluoromethyl)benzoic acid (example 256, intermediate) after a reaction time of 15.5 hours. The compound was purified by silica gel chromatography on a 20 g column using an MPLC system eluting with EtOAc (isocratic). The product was purified by preparative HPLC (Gemini NX column) using a gradient of MeOH:water (conta...